Task: describe an organic reaction: reactants, conditions, products, and yield. Dataset: the Open Reaction Database (ORD), a public repository of structured organic reaction records Reactants: C(C)OC(CCC1=CC=C(C=C1)OCC=C(C1=CC=C(C=C1)Br)C1=CC=C(C=C1)Br)=O (3-{4-[3,3-bis-(4-bromo-phenyl)-allyloxy]-phenyl}-propionic acid ethyl ester), [OH-].[Na+] (NaOH). Run in C1(=CC=CC=C1)C (toluene), C(C)O (ethanol). Run at time 16 hour. Yields the product BrC1=CC=C(C=C1)C(=CCOC1=CC=C(C=C1)CCC(=O)O)C1=CC=C(C=C1)Br (3-{4-[3,3-Bis-(4-bromo-phenyl)-allyloxy]-phenyl}-propionic acid). Yield: 58.1%. RXN SMILES: C([O:3][C:4](=[O:31])[CH2:5][CH2:6][C:7]1[CH:12]=[CH:11][C:10]([O:13][CH2:14][CH:15]=[C:16]([C:24]2[CH:29]=[CH:28][C:27]([Br:30])=[CH:26][CH:25]=2)[C:17]2[CH:22]=[CH:21][C:20]([Br:23])=[CH:19][CH:18]=2)=[CH:9][CH:8]=1)C.[OH-].[Na+]>C1(C)C=CC=CC=1.C(O)C>[Br:23][C:20]1[CH:19]=[CH:18][C:17]([C:16]([C:24]2[CH:25]=[CH:26][C:27]([Br:30])=[CH:28][CH:29]=2)=[CH:15][CH2:14][O:13][C:10]2[CH:11]=[CH:12][C:7]([CH2:6][CH2:5][C:4]([OH:31])=[O:3])=[CH:8][CH:9]=2)=[CH:22][CH:21]=1 |f:1.2|. Procedure: To a solution of 3-{4-[3,3-bis-(4-bromo-phenyl)-allyloxy]-phenyl}-propionic acid ethyl ester (example 5) (1.0 g, 2.0 mmol) in toluene (20 mL) and ethanol (50 mL) was added 1N NaOH (10.0 mL) and the reaction mixture was stirred for 16 h at room temperature. The reaction mixture was concentrated in vacuo and 1N HCl added. The product was extracted with ethyl acetate (x 3). The organic layers were combined, washed with water, dried (MgSO4), filtered and concentrated in vacuo. The residue was recrys... Starting materials: C(C1=CC=CC=C1)OC(=O)N[C@@H](CC1=CC=CC=C1)C(=O)N[C@H](C(=O)OC)CCCO (methyl (S )-2-[[N-benzyloxycarbonyl-(L )-phenylalanyl]amino]-5-hydroxyvalerate), C1(=CC=C(C=C1)S(=O)(=O)O)C (p-toluenesulfonic acid). Run in C1=CC=CC=C1 (benzene). Product: C(C1=CC=CC=C1)OC(=O)N[C@@H](CC1=CC=CC=C1)C(=O)N[C@@H]1C(OCCC1)=O ((S)-3-[[N-benzyloxycarbonyl-(L)-phenylalanyl]amino]-2-oxotetrahydropyran). The yield is 75.8%. RXN SMILES: [CH2:1]([O:8][C:9]([NH:11][C@H:12]([C:20]([NH:22][C@@H:23]([CH2:28][CH2:29][CH2:30][OH:31])[C:24](OC)=[O:25])=[O:21])[CH2:13][C:14]1[CH:19]=[CH:18][CH:17]=[CH:16][CH:15]=1)=[O:10])[C:2]1[CH:7]=[CH:6][CH:5]=[CH:4][CH:3]=1.C1(C)C=CC(S(O)(=O)=O)=CC=1>C1C=CC=CC=1>[CH2:1]([O:8][C:9]([NH:11][C@H:12]([C:20]([NH:22][C@H:23]1[CH2:28][CH2:29][CH2:30][O:31][C:24]1=[O:25])=[O:21])[CH2:13][C:14]1[CH:19]=[CH:18][CH:17]=[CH:16][CH:15]=1)=[O:10])[C:2]1[CH:7]=[CH:6][CH:5]=[CH:4][CH:3]=1. Reported procedure: In benzene (100 ml ) was dissolved methyl (S )-2-[[N-benzyloxycarbonyl-(L )-phenylalanyl]amino]-5-hydroxyvalerate (2.85 g) followed by addition of p-toluenesulfonic acid (0.09 g), and the mixture was stirred under reflux for 1 hour. The reaction mixture was concentrated under reduced pressure to provide (S)-3-[[N-benzyloxycarbonyl-(L)-phenylalanyl]amino]-2-oxotetrahydropyran (chemical formula below) (2.0 g, 77%) m p 167°-169° C. optical rotation [α]D +43. 6° (c=0.50, CHCl3) ##STR36##